The task is: describe an organic reaction: reactants, conditions, products, and yield. This data is from the Open Reaction Database (ORD), a public repository of structured organic reaction records. Reactants: BrCC=C(CCCC(CCCC(C)C)C)C (1-bromo-3,7,11-trimethyl- 2-dodecene). Reagents/catalysts: [Zn] (zinc). Solvent: C(C)(=O)O (acetic acid). Reaction conditions: time 1 hour. The product is CC(C=C)CCCC(CCCC(C)C)C (3,7,11-trimethyl-1-dodecene). The yield is 23.3%. As a reaction SMILES: Br[CH2:2][CH:3]=[C:4]([CH3:16])[CH2:5][CH2:6][CH2:7][CH:8]([CH3:15])[CH2:9][CH2:10][CH2:11][CH:12]([CH3:14])[CH3:13]>C(O)(=O)C.[Zn]>[CH3:16][CH:4]([CH2:5][CH2:6][CH2:7][CH:8]([CH3:15])[CH2:9][CH2:10][CH2:11][CH:12]([CH3:14])[CH3:13])[CH:3]=[CH2:2]. Reported procedure: In 300 ml of hexane were dissolved 50 g of 3,7,11-trimethyl-1-dodecen-3-ol and 0.87 g of pyridine, and 30.8 g of phosphorus tribromide was added dropwise to the solution at 0° to -10° C. After 2 hours of stirring at 0° C., the reaction mixture was poured into water and extracted with hexane. The hexane layer was successively washed with aqueous sodium hydrogen carbonate and aqueous sodium chloride and dried over anhydrous magnesium sulfate. The solvent was distilled off to give 62.5 g of crude 1... Starting materials: CCOC(=O)CC(=O)OC(C)(C)C, C[Si](C)(C)CCCCCCCCCCCCCCNc1ccc(C(=O)Cl)cc1, COCCOC, Cl, [H-], [Na+]. Product: CCOC(=O)C(C(=O)OC(C)(C)C)C(=O)c1ccc(NCCCCCCCCCCCCCC[Si](C)(C)C)cc1. As a reaction SMILES: [C:1]([CH2:2][C:3](=[O:4])[O:5][CH2:6][CH3:7])(=[O:8])[O:9][C:10]([CH3:11])([CH3:12])[CH3:13].[CH3:17][Si:18]([CH2:19][CH2:20][CH2:21][CH2:22][CH2:23][CH2:24][CH2:25][CH2:26][CH2:27][CH2:28][CH2:29][CH2:30][CH2:31][CH2:32][NH:33][c:34]1[cH:35][cH:36][c:37]([C:38](=[O:39])[Cl:40])[cH:41][cH:42]1)([CH3:43])[CH3:44].[CH3:45][O:46][CH2:47][CH2:48][O:49][CH3:50].[ClH:16].[H-:14].[Na+:15]>>[C:1]([CH:2]([C:3](=[O:4])[O:5][CH2:6][CH3:7])[C:38]([c:37]1[cH:36][cH:35][c:34]([NH:33][CH2:32][CH2:31][CH2:30][CH2:29][CH2:28][CH2:27][CH2:26][CH2:25][CH2:24][CH2:23][CH2:22][CH2:21][CH2:20][CH2:19][Si:18]([CH3:17])([CH3:43])[CH3:44])[cH:42][cH:41]1)=[O:39])(=[O:8])[O:9][C:10]([CH3:11])([CH3:12])[CH3:13]. The reactants are COC(C1=CC=C(C=C1)[C@@H]1CC(CC1)=O)=O ((S)-4-(3-Oxo-cyclopentyl)-benzoic acid methyl ester). Solvent: CO (MeOH), [OH-].[Na+] (NaOH). The product is O=C1C[C@H](CC1)C1=CC=C(C(=O)O)C=C1 (4-[(1S)-3-Oxocyclopentyl]benzoic acid). The yield is 100.3%. RXN SMILES: C[O:2][C:3](=[O:16])[C:4]1[CH:9]=[CH:8][C:7]([C@H:10]2[CH2:14][CH2:13][C:12](=[O:15])[CH2:11]2)=[CH:6][CH:5]=1>CO.[OH-].[Na+]>[O:15]=[C:12]1[CH2:13][CH2:14][C@H:10]([C:7]2[CH:8]=[CH:9][C:4]([C:3]([OH:16])=[O:2])=[CH:5][CH:6]=2)[CH2:11]1 |f:2.3|. Reported procedure: (S)-4-(3-Oxo-cyclopentyl)-benzoic acid methyl ester (preparation 19) (10.2 mmol, 2.25 g) was taken up in MeOH (6 mL) and NaOH (2N, 6 mL), the reaction mixture stirred at r.t. for 2 h. Then the MeOH was evaporated and the reaction mixture diluted with water, then neutralized with HCl (2N) to pH 5 and extracted with DCM. Dried over Na2SO4 and concentrated in vacuo to yield the title compound (2.09 g, 99%). 1H NMR (300 MHz, DMSO) δ 12.83 (br s, 1H), 7.94-7.84 (m, 2H), 7.45 (d, 2H), 3.55-3.39 (m, 1H... Starting materials: CH2N2, BrC1=C(C=CC=C1)CC[C@@H](OCC(CO)=C)C1=CC(=CC=C1)COC1OCCCC1 (2-((3-(2-bromophenyl)-1(R)-(3-(((2-tetrahydropyranyl)oxy)methyl)phenyl)propoxy)methyl)-2-propen-1-ol), CCOCC (ether). The reagents and catalysts are CC(=O)[O-].CC(=O)[O-].[Pd+2] (Pd(OAc)2). Solvent: C1CCOC1 (THF). Yields the product BrC1=C(C=CC=C1)CC[C@@H](OCC1(CC1)CO)C1=CC(=CC=C1)COC1OCCCC1 (1-((3-(2-bromophenyl)-1(R)-(3-(((2-tetrahydropyranyl)oxy)methyl)phenyl)propoxy)methyl)cyclopropanemethanol). The yield is 59.0%. RXN SMILES: [Br:1][C:2]1[CH:7]=[CH:6][CH:5]=[CH:4][C:3]=1[CH2:8][CH2:9][C@H:10]([C:17]1[CH:22]=[CH:21][CH:20]=[C:19]([CH2:23][O:24][CH:25]2[CH2:30][CH2:29][CH2:28][CH2:27][O:26]2)[CH:18]=1)[O:11][CH2:12][C:13](=[CH2:16])[CH2:14][OH:15].[CH3:31]COCC>C1COCC1.CC([O-])=O.CC([O-])=O.[Pd+2]>[Br:1][C:2]1[CH:7]=[CH:6][CH:5]=[CH:4][C:3]=1[CH2:8][CH2:9][C@H:10]([C:17]1[CH:22]=[CH:21][CH:20]=[C:19]([CH2:23][O:24][CH:25]2[CH2:30][CH2:29][CH2:28][CH2:27][O:26]2)[CH:18]=1)[O:11][CH2:12][C:13]1([CH2:14][OH:15])[CH2:31][CH2:16]1 |f:3.4.5|. Procedure: At 0° C., Pd(OAc)2 (500 mg) and ~0.4M CH2N2 in ether (1.84) were added portionwise and simultaneously to a solution of the allylic alcohol of Step 4 (20.45 g, 43.0 mmol) in 80 mL of THF. When the reaction was complete, the mixture was filtered through a small pad of silica and concentrated. The residue was purified by flash chromatography on silica with EtOAc:toluene 15:85 to give 12.40 g (59%) of the title product. The reactants are CC=1C=CC(=CC1)S(=O)(=O)O (p-TsOH), OC1[C@H](O)[C@@H](O)[C@H](O)CO1.C1CC2=C(C=C(CCC3=C(C=C1C=C3)P(C4=CC=CC=C4)C5=CC=CC=C5)C=C2)P(C6=CC=CC=C6)C7=CC=CC=C7 (Xyl Phanephos), C=CC1=CC=CC=C1 (Styrene), C1(=CC=CC=C1)O (PhOH), [Li+].[Cl-] (LiCl). Run in CC(CC)=O (2-butanone). Conditions: temperature 75 celsius. Yields the product carboxylic ester, C1(=CC=CC=C1)C(C(=O)OC1=CC=CC=C1)C (phenyl 2-phenylpropanoate), C1(=CC=CC=C1)CCC(=O)OC1=CC=CC=C1 (phenyl 3-phenylpropanoate). As a reaction SMILES: [Li+].[Cl-].[CH3:3][C:4]1C=CC(S(O)(=O)=[O:11])=CC=1.[OH:14][CH:15]1[O:23][CH2:22][C@@H:20](O)[C@H:18](O)[C@H:16]1O.[CH2:24]1[C:35]2[CH:36]=[CH:37][C:32](=[C:33](P(C3C=CC=CC=3)C3C=CC=CC=3)[CH:34]=2)[CH2:31][CH2:30][C:29]2[CH:51]=[CH:52][C:26](=[C:27](P(C3C=CC=CC=3)C3C=CC=CC=3)[CH:28]=2)[CH2:25]1.C=CC1C=CC=CC=1.[C:74]1([OH:80])[CH:79]=[CH:78][CH:77]=[CH:76][CH:75]=1>CC(=O)CC>[C:26]1([CH:25]([CH3:24])[C:15]([O:23][C:22]2[CH:20]=[CH:18][CH:16]=[CH:4][CH:3]=2)=[O:14])[CH:52]=[CH:51][CH:29]=[CH:28][CH:27]=1.[C:32]1([CH2:31][CH2:30][C:29]([O:80][C:74]2[CH:79]=[CH:78][CH:77]=[CH:76][CH:75]=2)=[O:11])[CH:33]=[CH:34][CH:35]=[CH:36][CH:37]=1 |f:0.1,3.4|. Procedure details: LiCl (8.4 mg, 0.20 mmol, 20%), p-TsOH (34.4 mg, 0.20 mmol, 20%) and [Pd2(Xyl-Phanephos)Cl4] (10.3 mg, 0.01 mmol, 1%) were weighed into a 5 ml sealable vial. A stirring bar was placed inside and vial sealed with a crimp cap and put under inert atmosphere using a needle connected to vacuum line. Styrene (114 μl, 1 mmol, 100%), PhOH (94.1 mg, 1 mmol, 100%) and 2-butanone (1.5 ml) were added. The caps were pierced with two needles and placed in the autoclave which was quickly sealed. The autoclave w... Starting materials: CC(C(CP(OC)(OC)=O)=O)C (dimethyl 3-methyl-2-oxobutylphosphonate), C1(=CC=CC=C1)CCC(=O)OCC (ethyl β-phenylpropionate), O=C(CP(OC)(OC)=O)CCC1=CC=CC=C1 (dimethyl 2-oxo-4-phenylbutylphosphonate), C(C(C)C)(=O)OCC (ethyl isobutyrate). The product is OCCCCCCCC1C2(OCCO2)CCC1C=CC(C(C)C)=O (6-(7-hydroxyheptyl)-7-(4-methyl-3-oxopent-1-enyl)-1,4-dioxaspiro[ 4,4]nonane). RXN SMILES: [CH3:1][CH:2]([CH3:12])[C:3](=[O:11])[CH2:4]P(=O)(OC)OC.[O:13]=[C:14]([CH2:22][CH2:23]C1C=CC=CC=1)CP(=O)(OC)OC.[C:30](OCC)(=O)C(C)C.[C:38]1([CH2:44][CH2:45][C:46]([O:48][CH2:49][CH3:50])=[O:47])[CH:43]=[CH:42][CH:41]=[CH:40][CH:39]=1>>[OH:13][CH2:14][CH2:22][CH2:23][CH2:39][CH2:40][CH2:41][CH2:42][CH:43]1[CH:38]([CH:30]=[CH:4][C:3](=[O:11])[CH:2]([CH3:1])[CH3:12])[CH2:44][CH2:45][C:46]21[O:47][CH2:50][CH2:49][O:48]2. Procedure: The dimethyl 3-methyl-2-oxobutylphosphonate (b.p. 125°-135° C./11 mm.Hg; νmax 2950 cm-1, 1710 cm-1, 1470 cm-1, 1260 cm-1, 820 cm-1), used as a starting material in the above preparation, was prepared by proceeding in a similar manner to that hereinbefore described in Example 9(iv) for the preparation of dimethyl 2-oxo-4-phenylbutylphosphonate, but substituting the appropriate quantity of ethyl isobutyrate for the ethyl β-phenylpropionate used as starting material. Starting materials: ClCCCC1CCC2=C(C(=NO2)C2=C(C=CC=C2)F)C1=O (5-(3-chloropropyl)-3-(2-fluorophenyl)-6,7-dihydro-1,2-benzisoxazol-4(5H)-one), C([O-])([O-])=O.[K+].[K+] (potassium carbonate), C(C)(C)N(CC)C(C)C (diisopropylethyl amine), N1=C(C=CC=C1)N1CCNCC1 (1-(2-pyridyl)piperazine), [I-].[K+] (potassium iodide). Solvent: CN(C)C=O (DMF). Run at temperature 80 celsius. The product is FC1=C(C=CC=C1)C1=NOC2=C1C(C(CC2)CCCN2CCN(CC2)C2=NC=CC=C2)=O (6,7-dihydro-3-(2-fluorophenyl)-5-[3-(4-(2-pyridyl)-1-piperazinyl)-propyl]-1,2-benzisoxazol-4(5H)-one). As a reaction SMILES: Cl[CH2:2][CH2:3][CH2:4][CH:5]1[C:20](=[O:21])[C:9]2[C:10]([C:13]3[CH:18]=[CH:17][CH:16]=[CH:15][C:14]=3[F:19])=[N:11][O:12][C:8]=2[CH2:7][CH2:6]1.C(=O)([O-])[O-].[K+].[K+].C(N(C(C)C)CC)(C)C.[N:37]1[CH:42]=[CH:41][CH:40]=[CH:39][C:38]=1[N:43]1[CH2:48][CH2:47][NH:46][CH2:45][CH2:44]1.[I-].[K+]>CN(C=O)C>[F:19][C:14]1[CH:15]=[CH:16][CH:17]=[CH:18][C:13]=1[C:10]1[C:9]2[C:20](=[O:21])[CH:5]([CH2:4][CH2:3][CH2:2][N:46]3[CH2:47][CH2:48][N:43]([C:38]4[CH:39]=[CH:40][CH:41]=[CH:42][N:37]=4)[CH2:44][CH2:45]3)[CH2:6][CH2:7][C:8]=2[O:12][N:11]=1 |f:1.2.3,6.7|. Procedure details: To a solution consisting of 5-(3-chloropropyl)-3-(2-fluorophenyl)-6,7-dihydro-1,2-benzisoxazol-4(5H)-one (6.4 g) and DMF (100 ml) was added anhydrous potassium carbonate (1.4 g), diisopropylethyl amine (5.4 ml), 1-(2-pyridyl)piperazine (4.8 ml) and potassium iodide (0.4 g) at room temperature with stirring. The flask was flushed with nitrogen and warmed to 80° C. for 16 hours. Upon cooling to room temperature, water and ethyl acetate were added to the reaction mixture. The layers were separated ... The reactants are CS(=O)(=O)C=1C=CC2=C(O[C@@H](CO2)CO)C1 ([(2R)-7-(methylsulfonyl)-2,3-dihydro-1,4-benzodioxin-2-yl]methanol), C1(=CC=C(C=C1)S(=O)(=O)Cl)C (p-toluenesulfonyl chloride), TEA. Reagents/catalysts: CN(C)C=1C=CN=CC1 (4-DMAP). Solvent: C(Cl)Cl (DCM), C(Cl)Cl (DCM). Yields the product CC1=CC=C(C=C1)S(=O)(=O)OC[C@@H]1COC2=C(O1)C=C(C=C2)S(=O)(=O)C ([(2S)-7-(METHYLSULFONYL)-2,3-DIHYDRO-1,4-BENZODIOXIN-2-YL]METHYL 4-METHYLBENZENESULFONATE). Yield: 87.5%. Reaction SMILES: [CH3:1][S:2]([C:5]1[CH:6]=[CH:7][C:8]2[O:13][CH2:12][C@@H:11]([CH2:14][OH:15])[O:10][C:9]=2[CH:16]=1)(=[O:4])=[O:3].[C:17]1([CH3:27])[CH:22]=[CH:21][C:20]([S:23](Cl)(=[O:25])=[O:24])=[CH:19][CH:18]=1>CN(C1C=CN=CC=1)C.C(Cl)Cl>[CH3:27][C:17]1[CH:22]=[CH:21][C:20]([S:23]([O:15][CH2:14][C@H:11]2[O:10][C:9]3[CH:16]=[C:5]([S:2]([CH3:1])(=[O:3])=[O:4])[CH:6]=[CH:7][C:8]=3[O:13][CH2:12]2)(=[O:25])=[O:24])=[CH:19][CH:18]=1. Reported procedure: Preparation according to Preparation 5 using [[(2R)-7-(methylsulfonyl)-2,3-dihydro-1,4-benzodioxin-2-yl]methanol (2.1 g, 8.6 mmol), p-toluenesulfonyl chloride (2.5 g, 12.8 mmol), TEA (1.8 ml, 12.8 mmol) and 4-DMAP (1.0 g, 8.6 mmol) and DCM (dry, 20 ml). DCM (50 ml) was added and the solution was washed with HCl (100 ml, 1 N), water (100 ml) and brine (100 ml) and was evaporated to dryness to give the title compound (3.0 g). MS m/z (rel. intensity, 70 eV) 398 (M+, 49), 226 (bp), 225 (24), 213 (30... Starting materials: COC1=C(C=C(C=C1)[N+](=O)[O-])C (1-methoxy-2-methyl-4-nitrobenzene), [H][H] (hydrogen). The reagents and catalysts are [Pd] (Pd/C). Run in CCO (EtOH), CCOC(=O)C (EtOAc). Run at time 10 minute. Product: COC1=C(C=C(N)C=C1)C (4-methoxy-3-methylaniline). Isolated yield 99.6%. Reaction SMILES: [CH3:1][O:2][C:3]1[CH:8]=[CH:7][C:6]([N+:9]([O-])=O)=[CH:5][C:4]=1[CH3:12].[H][H]>CCO.CCOC(C)=O.[Pd]>[CH3:1][O:2][C:3]1[CH:8]=[CH:7][C:6]([NH2:9])=[CH:5][C:4]=1[CH3:12]. Procedure: To the solution of 1-methoxy-2-methyl-4-nitrobenzene (10 g, 60 mmol) in EtOH and EtOAc (250 mL, 3:2) was added 10% Pd/C (2 g). The mixture was stirred for 24 h under one atmosphere of hydrogen. Celite was added and the mixture was stirred for 10 min. The mixture was filtered through a pad of celite. Concentration under reduced pressure gave 4-methoxy-3-methylaniline (8B) (8.2 g). LCMS-ESI+ (m/z): 138.2 (M+H)+. Starting materials: Cl.Cl.Cl.NC=1C=C(C=CC1)CCC1=C(C=CC(=C1)NC1=NC(=NC=C1C)Cl)N (2-[2-(3-aminophenyl)ethyl]-N(4)-(2-chloro-5-methylpyrimidin-4-yl)benzene-1,4-diamine trihydrochloride), Cl (hydrogen chloride), O (water), [OH-].[Na+] (NaOH), resultant mixture. Run in COCCO (2-methoxyethanol), O1CCOCC1 (1,4-dioxane). Product: CC=1C=NC=2NC=3C=CC=C(CCC4=C(C=CC(NC1N2)=C4)N)C3 (6-Methyl-2,4,8,22-tetraazatetracyclo[14.3.1.1(3,7).1(9,13)]docosa-1(20),3(22),4,6,9(21),10,12,16,18-nonaen-12-amine). Isolated yield 42.0%. As a reaction SMILES: Cl.Cl.Cl.[NH2:4][C:5]1[CH:6]=[C:7]([CH2:11][CH2:12][C:13]2[CH:18]=[C:17]([NH:19][C:20]3[C:25]([CH3:26])=[CH:24][N:23]=[C:22](Cl)[N:21]=3)[CH:16]=[CH:15][C:14]=2[NH2:28])[CH:8]=[CH:9][CH:10]=1.Cl.O.[OH-].[Na+]>COCCO.O1CCOCC1>[CH3:26][C:25]1[CH:24]=[N:23][C:22]2[NH:4][C:5]3[CH:10]=[CH:9][CH:8]=[C:7]([CH:6]=3)[CH2:11][CH2:12][C:13]3[CH:18]=[C:17]([NH:19][C:20]=1[N:21]=2)[CH:16]=[CH:15][C:14]=3[NH2:28] |f:0.1.2.3,6.7|. Reported procedure: To a solution of 2-[2-(3-aminophenyl)ethyl]-N(4)-(2-chloro-5-methylpyrimidin-4-yl)benzene-1,4-diamine trihydrochloride (0.16 g, 0.45 mmol) in 2-methoxyethanol (2 mL) was added 4.0 M of hydrogen chloride in 1,4-dioxane (110 μL). The resultant mixture was heated at 150° C. in the microwave for 15 min. After cooling, water and NaOH (12 N) were added to neutralize the mixture to pH=7. The aqueous layer was extracted with EtOAc four times. The combined organic layers were dried, filtered and concentr...